Dataset: the Open Reaction Database (ORD), a public repository of structured organic reaction records. Task: describe an organic reaction: reactants, conditions, products, and yield Reactants: [OH-].[Na+] (sodium hydroxide), C(CC)OCCOC1=CC=C(C=C1)C=1C=CC2=C(C=C(CCCN2CCC)C(=O)OC)C1 (methyl 8-[4-(2-propoxyethoxy)phenyl]-1-propyl-1,2,3,4-tetrahydro-1-benzazocine-5-carboxylate), Cl (Hydrochloric acid). The solvent is C(C)O.C1CCOC1 (ethanol THF). Run at temperature 60 celsius, time 16 hour. Product: C(CC)OCCOC1=CC=C(C=C1)C=1C=CC2=C(C=C(CCCN2CCC)C(=O)O)C1 (8-[4-(2-propoxyethoxy)phenyl]-1-propyl-1,2,3,4-tetrahydro-1-benzazocine-5-carboxylic acid). The yield is 75.1%. RXN SMILES: [CH2:1]([O:4][CH2:5][CH2:6][O:7][C:8]1[CH:13]=[CH:12][C:11]([C:14]2[CH:15]=[CH:16][C:17]3[N:24]([CH2:25][CH2:26][CH3:27])[CH2:23][CH2:22][CH2:21][C:20]([C:28]([O:30]C)=[O:29])=[CH:19][C:18]=3[CH:32]=2)=[CH:10][CH:9]=1)[CH2:2][CH3:3].[OH-].[Na+].Cl>C(O)C.C1COCC1>[CH2:1]([O:4][CH2:5][CH2:6][O:7][C:8]1[CH:13]=[CH:12][C:11]([C:14]2[CH:15]=[CH:16][C:17]3[N:24]([CH2:25][CH2:26][CH3:27])[CH2:23][CH2:22][CH2:21][C:20]([C:28]([OH:30])=[O:29])=[CH:19][C:18]=3[CH:32]=2)=[CH:10][CH:9]=1)[CH2:2][CH3:3] |f:1.2,4.5|. Procedure: To a solution of methyl 8-[4-(2-propoxyethoxy)phenyl]-1-propyl-1,2,3,4-tetrahydro-1-benzazocine-5-carboxylate (1.10 g) in a mixture of ethanol-THF (20-10 ml) was added an aqueous 1N sodium hydroxide solution (5.0 ml) at room temperature. The mixture was stirred at 60° C. for 16 hours and cooled to 0° C. 1N Hydrochloric acid (6 ml) was added, and the mixture was extracted with ethyl acetate. The organic layer was washed with saturated brine, and dried with magnesium sulfate. After concentration u...